From a dataset of the Open Reaction Database (ORD), a public repository of structured organic reaction records. describe an organic reaction: reactants, conditions, products, and yield The reactants are CC#N, Cl, [K+], [K+], O=[N+]([O-])c1ccc(CBr)cc1, O=C([O-])[O-], O=S1(=O)CCNCC1. The product is O=[N+]([O-])c1ccc(CN2CCS(=O)(=O)CC2)cc1. As a reaction SMILES: [CH3:27][C:28]#[N:29].[ClH:1].[K+:21].[K+:22].[N+:10](=[O:11])([O-:12])[c:13]1[cH:14][cH:15][c:16]([CH2:17][Br:18])[cH:19][cH:20]1.[O-:23][C:24]([O-:25])=[O:26].[S:2]1(=[O:8])(=[O:9])[CH2:3][CH2:4][NH:5][CH2:6][CH2:7]1>>[S:2]1(=[O:8])(=[O:9])[CH2:3][CH2:4][N:5]([CH2:17][c:16]2[cH:15][cH:14][c:13]([N+:10](=[O:11])[O-:12])[cH:20][cH:19]2)[CH2:6][CH2:7]1. Reactants: ClC=1C=C(C=CC1Cl)[N+](=O)[O-] (3,4-dichloronitrobenzene), [F-].[K+] (potassium fluoride), [F-].[Cs+] (cesium fluoride). The solvent is CN(C=O)C (dimethylformamide). Reaction conditions: temperature 165 celsius. The product is ClC=1C=C(C=CC1F)[N+](=O)[O-] (3-chloro-4-fluoronitrobenzene). The yield is 81.0%. As a reaction SMILES: [Cl:1][C:2]1[CH:3]=[C:4]([N+:9]([O-:11])=[O:10])[CH:5]=[CH:6][C:7]=1Cl.[F-:12].[K+].[F-].[Cs+]>CN(C)C=O>[Cl:1][C:2]1[CH:3]=[C:4]([N+:9]([O-:11])=[O:10])[CH:5]=[CH:6][C:7]=1[F:12] |f:1.2,3.4|. Reported procedure: A suspension of 1,500 parts of 3,4-dichloronitrobenzene, 900 parts of potassium fluoride and 10 parts of cesium fluoride in 800 parts of dimethylformamide is refluxed for 16 hours (165° C.). The mixture is worked up as described in Example 1(a). 1,110 parts (81% of theory) of 3-chloro-4-fluoronitrobenzene of melting point 41°-42° C. are obtained. The reactants are O1CCC2=C1C=CC(=C2)C=2OC(=NN2)SC (2-(2,3-dihydro-1-benzofuran-5-yl)-5-(methylthio)-1,3,4-oxadiazole), ClC1=CC(=CC=C1)C(=O)OO (m-chloroperbenzoic acid), S(=S)(=O)([O-])[O-].[Na+].[Na+] (sodium thiosulfate). The solvent is C(C)#N (acetonitrile). Run at time 2 day. Product: O1CCC2=C1C=CC(=C2)C=2OC(=NN2)S(=O)(=O)C (2-(2,3-dihydro-1-benzofuran-5-yl)-5-(methylsulfonyl)-1,3,4-oxadiazole). The yield is 78.0%. Reaction SMILES: [O:1]1[C:5]2[CH:6]=[CH:7][C:8]([C:10]3[O:11][C:12](SC)=[N:13][N:14]=3)=[CH:9][C:4]=2[CH2:3][CH2:2]1.Cl[C:18]1C=CC=C(C(OO)=O)C=1.[S:28]([O-:32])([O-])(=[O:30])=S.[Na+].[Na+]>C(#N)C>[O:1]1[C:5]2[CH:6]=[CH:7][C:8]([C:10]3[O:11][C:12]([S:28]([CH3:18])(=[O:32])=[O:30])=[N:13][N:14]=3)=[CH:9][C:4]=2[CH2:3][CH2:2]1 |f:2.3.4|. Procedure details: To a solution of 2-(2,3-dihydro-1-benzofuran-5-yl)-5-(methylthio)-1,3,4-oxadiazole (0.50 g, 2.13 mmol) in acetonitrile (10 mL) was added m-chloroperbenzoic acid (70%, 1.51 g, 6.40 mmol) at 0° C., and the obtained mixture was stirred at room temperature for 2 days. A saturated aqueous sodium thiosulfate solution was added to the reaction mixture, and the mixture was extracted with ethyl acetate. The organic layer was washed with saturated brine, dried over anhydrous magnesium sulfate and concentr... The reactants are C(C)(=O)O[C@H]1[C@H](OCCS(=O)(=O)CCCCCCCCCCCCCCCC)O[C@@H]([C@H]([C@@H]1OC(C)=O)OC(C)=O)COC(C)=O (2-(Hexadecylsulfonyl)ethyl 2,3,4,6-tetra-O-acetyl-β-D-glucopyranoside), C(C)(=O)O[C@H]1[C@H](OCCBr)O[C@@H]([C@H]([C@@H]1OC(C)=O)OC(C)=O)COC(C)=O (2-Bromoethyl 2,3,4,6-tetra-O-acetyl-β-D-glucopyranoside), C(CCCCCCCCCCCCCCC)S (hexadecanethiol), C([O-])([O-])=O.[Cs+].[Cs+] (cesium carbonate). Run in CN(C=O)C (dimethylformamide), O (water), ClCCl (Dichloromethane), CCCCCC (hexane), C(C)OC(C)=O (ethylacetate). Yields the product C(C)(=O)O[C@H]1[C@H](OCCSCCCCCCCCCCCCCCCC)O[C@@H]([C@H]([C@@H]1OC(C)=O)OC(C)=O)COC(C)=O (2-(hexadecylthio)ethyl 2,3,4,6-tetra-O-acetyl-β-D-glucopyranoside). The yield is 64.0%. As a reaction SMILES: [C:1]([O:4][C@@H:5]1[C@@H:32]([O:33][C:34](=[O:36])[CH3:35])[C@H:31]([O:37][C:38](=[O:40])[CH3:39])[C@@H:30]([CH2:41][O:42][C:43](=[O:45])[CH3:44])[O:29][C@H:6]1[O:7][CH2:8][CH2:9][S:10]([CH2:13][CH2:14][CH2:15][CH2:16][CH2:17][CH2:18][CH2:19][CH2:20][CH2:21][CH2:22][CH2:23][CH2:24][CH2:25][CH2:26][CH2:27][CH3:28])(=O)=O)(=[O:3])[CH3:2].C(O[C@@H]1[C@@H](OC(=O)C)[C@H](OC(=O)C)[C@@H](COC(=O)C)O[C@H]1OCCBr)(=O)C.C(S)CCCCCCCCCCCCCCC.C(=O)([O-])[O-].[Cs+].[Cs+]>CCCCCC.C(OC(=O)C)C.O.ClCCl.CN(C)C=O>[C:1]([O:4][C@@H:5]1[C@@H:32]([O:33][C:34](=[O:36])[CH3:35])[C@H:31]([O:37][C:38](=[O:40])[CH3:39])[C@@H:30]([CH2:41][O:42][C:43](=[O:45])[CH3:44])[O:29][C@H:6]1[O:7][CH2:8][CH2:9][S:10][CH2:13][CH2:14][CH2:15][CH2:16][CH2:17][CH2:18][CH2:19][CH2:20][CH2:21][CH2:22][CH2:23][CH2:24][CH2:25][CH2:26][CH2:27][CH3:28])(=[O:3])[CH3:2] |f:3.4.5|. Procedure details: 2-(Hexadecylsulfonyl)ethyl 2,3,4,6-tetra-O-acetyl-β-D-glucopyranoside. 2-Bromoethyl 2,3,4,6-tetra-O-acetyl-β-D-glucopyranoside (Dahmen et al. Carbohydr. Res., 116 (1983)) (540 mg, 1.19 mmol), hexadecanethiol (383 mg, 1.49 mmol), cesium carbonate (292 mg, 0.89 mmol) and dimethylformamide (5 ml) was stirred overnight. Dichloromethane (75 ml) and water (40 ml) were added. The aqueous phase was extracted with dichloromethane (2×25 ml), the combined organic phases were dried (Na2SO4) and concentrated... The reactants are NC=1C=C(OCOC)C(=CC1OC)OC ((3-Amino-4,6-dimethoxyphenoxy)methoxymethane), C1(=CC=CC=C1)N=C=S (phenyl isothiocyanate). The product is C1(=CC=CC=C1)NC(NC=1C=C(C(=CC1OC)OC)O)=S (3-(3-phenylthioureido)-4,6-dimethoxyphenol). RXN SMILES: [NH2:1][C:2]1[CH:3]=[C:4]([C:9]([O:14][CH3:15])=[CH:10][C:11]=1[O:12][CH3:13])[O:5]COC.[C:16]1([N:22]=[C:23]=[S:24])[CH:21]=[CH:20][CH:19]=[CH:18][CH:17]=1>>[C:16]1([NH:22][C:23](=[S:24])[NH:1][C:2]2[CH:3]=[C:4]([OH:5])[C:9]([O:14][CH3:15])=[CH:10][C:11]=2[O:12][CH3:13])[CH:21]=[CH:20][CH:19]=[CH:18][CH:17]=1. Reported procedure: (3-Amino-4,6-dimethoxyphenoxy)methoxymethane and phenyl isothiocyanate were treated in the same manner as described in Example 1 to give 3-(3-phenylthioureido)-4,6-dimethoxyphenol (melting point: 152°-154° C.). The solvent is O1CCCC1 (tetrahydrofuran), O1CCCC1 (tetrahydrofuran). Isolated yield 89.0%. Reported procedure: 4-methylphenylmagnesium chloride (49 g, 20% solution in tetrahydrofuran) is added dropwise over eight hours to a refluxing solution of 3-bromobenzonitrile (10 g), palladium (II) acetate (2.4 g) and triphenylphosphine (5.8 g) in tetrahydrofuran (200 ml). [HPLC: yield 89-91%]. After cooling to room temperature tetrahydrofuran is removed under vacuum. The residue is taken up in toluene/water (3:1) (200 ml ) and the aqueous phase separated off. The solvent is removed by distillation and the crude pr... Reaction SMILES: [CH3:1][C:2]1[CH:7]=[CH:6][C:5]([Mg]Cl)=[CH:4][CH:3]=1.Br[C:11]1[CH:12]=[C:13]([CH:16]=[CH:17][CH:18]=1)[C:14]#[N:15].C1(P(C2C=CC=CC=2)C2C=CC=CC=2)C=CC=CC=1>O1CCCC1.C([O-])(=O)C.[Pd+2].C([O-])(=O)C>[CH3:1][C:2]1[CH:7]=[CH:6][C:5]([C:11]2[CH:18]=[CH:17][CH:16]=[C:13]([C:14]#[N:15])[CH:12]=2)=[CH:4][CH:3]=1 |f:4.5.6|. Yields the product CC1=CC=C(C=C1)C1=CC(=CC=C1)C#N (4'-methylbiphenyl-3-carbonitrile). The reagents and catalysts are C(C)(=O)[O-].[Pd+2].C(C)(=O)[O-] (palladium (II) acetate). Starting materials: CC1=CC=C(C=C1)[Mg]Cl (4-methylphenylmagnesium chloride), BrC=1C=C(C#N)C=CC1 (3-bromobenzonitrile), C1(=CC=CC=C1)P(C1=CC=CC=C1)C1=CC=CC=C1 (triphenylphosphine). Starting materials: C(C=C)Br (allyl bromide), C(=O)(O)[C@@H]([C@@H](C(=O)OC)O)CC(C)C (methyl 3(R)-carboxy-2(S)-hydroxy-5-methylhexanoate), C([O-])([O-])=O.[Cs+].[Cs+] (caesium carbonate). Solvent: CN(C=O)C (dimethylformamide). Run at time 8 hour. Yields the product C(C=C)OC(=O)[C@@H]([C@@H](C(=O)OC)O)CC(C)C (methyl 3(R)-(allyloxycarbonyl)-2(S)-hydroxy-5-methylhexanoate). As a reaction SMILES: [CH2:1](Br)[CH:2]=[CH2:3].[C:5]([C@H:8]([CH2:15][CH:16]([CH3:18])[CH3:17])[C@H:9]([OH:14])[C:10]([O:12][CH3:13])=[O:11])([OH:7])=[O:6].C(=O)([O-])[O-].[Cs+].[Cs+]>CN(C)C=O>[CH2:1]([O:7][C:5]([C@H:8]([CH2:15][CH:16]([CH3:18])[CH3:17])[C@H:9]([OH:14])[C:10]([O:12][CH3:13])=[O:11])=[O:6])[CH:2]=[CH2:3] |f:2.3.4|. Procedure: 2.1 ml of allyl bromide were added to a solution of 4.52 g of methyl 3(R)-carboxy-2(S)-hydroxy-5-methylhexanoate and 7.9 g of caesium carbonate in 30 ml of dimethylformamide. The mixture was stirred overnight and then evaporated. The residue was dissolved in dichloromethane and washed with 2M aqueous hydrochloric acid. The dichloromethane phase was then dried over anhydrous magnesium sulphate and the solvent was evaporated. The residue was purified by flash chromatography on silica gel using eth...